The task is: describe an organic reaction: reactants, conditions, products, and yield. This data is from the Open Reaction Database (ORD), a public repository of structured organic reaction records. The reactants are COC(=O)CCN(C(=O)c1ccccc1)C(C)(C)C(=O)OC, CO, C[O-], Cc1ccccc1, [Na+]. Product: COC(=O)C1CN(C(=O)c2ccccc2)C(C)(C)C1=O. RXN SMILES: [CH3:1][C:2]([N:3]([C:4](=[O:5])[c:6]1[cH:7][cH:8][cH:9][cH:10][cH:11]1)[CH2:12][CH2:13][C:14](=[O:15])[O:16][CH3:17])([CH3:18])[C:19]([O:21][CH3:20])=[O:22].[CH3:23][OH:24].[CH3:25][O-:26].[CH3:28][c:29]1[cH:30][cH:31][cH:32][cH:33][cH:34]1.[Na+:27]>>[CH3:1][C:2]1([CH3:18])[N:3]([C:4](=[O:5])[c:6]2[cH:7][cH:8][cH:9][cH:10][cH:11]2)[CH2:12][CH:13]([C:14](=[O:15])[O:16][CH3:17])[C:19]1=[O:21]. Starting materials: ClC=1C=C(CN2C(CC=CC2)CCNC=2NC3=CC=CC=C3C(C2)=O)C=CC1Cl (2-{2-[1-(3,4-Dichlorobenzyl)-1.2,3,6-tetrahydropyridin-2-yl]ethylamino}-1H-quinolin-4-one). Reagents/catalysts: [Pt](=O)=O (platinum dioxide). Run in C(C)O (ethanol). Yields the product ClC=1C=C(CN2C(CCCC2)CCNC=2NC3=CC=CC=C3C(C2)=O)C=CC1Cl (2-{[1-(3,4-Dichlorobenzyl)piperidin-2-ylethyl]amino}-1H-quinolin-4-one). RXN SMILES: [Cl:1][C:2]1[CH:3]=[C:4]([CH:26]=[CH:27][C:28]=1[Cl:29])[CH2:5][N:6]1[CH2:11][CH:10]=[CH:9][CH2:8][CH:7]1[CH2:12][CH2:13][NH:14][C:15]1[NH:16][C:17]2[C:22]([C:23](=[O:25])[CH:24]=1)=[CH:21][CH:20]=[CH:19][CH:18]=2>C(O)C.[Pt](=O)=O>[Cl:1][C:2]1[CH:3]=[C:4]([CH:26]=[CH:27][C:28]=1[Cl:29])[CH2:5][N:6]1[CH2:11][CH2:10][CH2:9][CH2:8][CH:7]1[CH2:12][CH2:13][NH:14][C:15]1[NH:16][C:17]2[C:22]([C:23](=[O:25])[CH:24]=1)=[CH:21][CH:20]=[CH:19][CH:18]=2. Reported procedure: 2-{2-[1-(3,4-Dichlorobenzyl)-1.2,3,6-tetrahydropyridin-2-yl]ethylamino}-1H-quinolin-4-one (62 mg, 0.15 mmol) dissolved in ethanol (15 mL) was hydrogenated over platinum dioxide for 24 h at room temperature and atmospheric pressure. The reaction mixture was filtered and evaporated to yield the title compound as a colourless gum. δH (CD3OD) 1.16-1.80 (8H, m), 2.33-2.51 (1H, m), 2.57-2.71 (1H, m), 2.81-2.96 (1H, m), 3.16-3.37 (2H, m), 3.71-3.88 (2H, m), 5.55 (1H, s), 7.44-7.69 (6H, m,), 7.97 (1H, d... The reactants are BrB(Br)Br, CO, ClCCl, COCc1ccc(C=O)c(N)n1. Product: Nc1nc(CO)ccc1C=O. RXN SMILES: [B:16]([Br:17])([Br:18])[Br:19].[CH3:20][OH:21].[Cl:13][CH2:14][Cl:15].[NH2:1][c:2]1[n:3][c:4]([CH2:10][O:11][CH3:12])[cH:5][cH:6][c:7]1[CH:8]=[O:9]>>[NH2:1][c:2]1[n:3][c:4]([CH2:10][OH:11])[cH:5][cH:6][c:7]1[CH:8]=[O:9]. Reactants: C(C(=O)Cl)(=O)Cl (oxalyl chloride), NC1=NC(=NC(=N1)NCCCCC1CC(N(C(C1)(C)C)OC)(C)C)NCCCCC1CC(N(C(C1)(C)C)OC)(C)C (2-Amino-4,6-bis[N-(1-methoxy-2,2,6,6-tetramethylpiperidin-4-yl)butylamino]-1,3,5-triazine). Product: CON1C(CC(CC1(C)C)CCCCNC1=NC(=NC(=N1)NCCCCC1CC(N(C(C1)(C)C)OC)(C)C)N=C=O)(C)C (4,6-Bis[N-(1-methoxy-2,2,6,6-tetramethylpiperidin-4-yl)butylamino]-1,3,5-triazin-2-yl isocyanate). Reaction SMILES: [C:1](Cl)(=[O:5])C(Cl)=O.[NH2:7][C:8]1[N:13]=[C:12]([NH:14][CH2:15][CH2:16][CH2:17][CH2:18][CH:19]2[CH2:24][C:23]([CH3:26])([CH3:25])[N:22]([O:27][CH3:28])[C:21]([CH3:30])([CH3:29])[CH2:20]2)[N:11]=[C:10]([NH:31][CH2:32][CH2:33][CH2:34][CH2:35][CH:36]2[CH2:41][C:40]([CH3:43])([CH3:42])[N:39]([O:44][CH3:45])[C:38]([CH3:47])([CH3:46])[CH2:37]2)[N:9]=1>>[CH3:45][O:44][N:39]1[C:40]([CH3:43])([CH3:42])[CH2:41][CH:36]([CH2:35][CH2:34][CH2:33][CH2:32][NH:31][C:10]2[N:11]=[C:12]([NH:14][CH2:15][CH2:16][CH2:17][CH2:18][CH:19]3[CH2:24][C:23]([CH3:25])([CH3:26])[N:22]([O:27][CH3:28])[C:21]([CH3:30])([CH3:29])[CH2:20]3)[N:13]=[C:8]([N:7]=[C:1]=[O:5])[N:9]=2)[CH2:37][C:38]1([CH3:47])[CH3:46]. Reported procedure: The title compound is prepared from the reaction of oxalyl chloride with the compound prepared in Example 20. The reactants are C(#N)C=1N=C(SC1NC1=NC=CC=C1)N1C[C@@H](CCC1)NC(=O)N1CC2=CC=CC=C2C1 (1,3-dihydro-isoindole-2-carboxylic acid {(R)-1-[4-cyano-5-(pyridin-2-ylamino)-thiazol-2-yl]-piperidin-3-yl}-amide), hydrogen bis(dimethylphosphnito-kP]platinum (II), O1CCCC1.O (tetrahydrofuran water). Reaction conditions: time 8 hour. Product: C(N)(=O)C=1N=C(SC1NC1=NC=CC=C1)N1C[C@@H](CCC1)NC(=O)N1CC2=CC=CC=C2C1 (1,3-dihydro-isoindole-2-carboxylic acid {(R)-1-[4-carbamoyl-5-(pyridin-2-ylamino)-thiazol-2-yl]-piperidin-3-yl}-amide). RXN SMILES: [C:1]([C:3]1[N:4]=[C:5]([N:15]2[CH2:20][CH2:19][CH2:18][C@@H:17]([NH:21][C:22]([N:24]3[CH2:32][C:31]4[C:26](=[CH:27][CH:28]=[CH:29][CH:30]=4)[CH2:25]3)=[O:23])[CH2:16]2)[S:6][C:7]=1[NH:8][C:9]1[CH:14]=[CH:13][CH:12]=[CH:11][N:10]=1)#[N:2].[O:33]1CCCC1.O>>[C:1]([C:3]1[N:4]=[C:5]([N:15]2[CH2:20][CH2:19][CH2:18][C@@H:17]([NH:21][C:22]([N:24]3[CH2:25][C:26]4[C:31](=[CH:30][CH:29]=[CH:28][CH:27]=4)[CH2:32]3)=[O:23])[CH2:16]2)[S:6][C:7]=1[NH:8][C:9]1[CH:14]=[CH:13][CH:12]=[CH:11][N:10]=1)(=[O:33])[NH2:2] |f:1.2|. Procedure: To a solution of give 1,3-dihydro-isoindole-2-carboxylic acid {(R)-1-[4-cyano-5-(pyridin-2-ylamino)-thiazol-2-yl]-piperidin-3-yl}-amide (11.3 mg, 25.4 μmol) in 10:1 v/v tetrahydrofuran/water (2.75 mL total volume) was added hydrido(dimethylphosphinous acid-kP)[hydrogen bis(dimethylphosphnito-kP]platinum (II) (CAS number 173416-05-2) (1.1 mg, 2.5 μmol) and the mixture was heated to reflux under argon. After 8 hours LC/MS indicated approximately ˜30% conversion to a single main product which exhib... The reactants are c1ccc(COc2ncc3[nH]cccc2-3)cc1, CCO. The product is Oc1ncc2[nH]cccc1-2. As a reaction SMILES: [CH2:1]([c:2]1[cH:3][cH:4][cH:5][cH:6][cH:7]1)[O:8][c:9]1[n:10][cH:11][c:12]2[nH:13][cH:14][cH:15][cH:16][c:17]1-2.[CH3:18][CH2:19][OH:20]>>[OH:8][c:9]1[n:10][cH:11][c:12]2[nH:13][cH:14][cH:15][cH:16][c:17]1-2.